Dataset: the Open Reaction Database (ORD), a public repository of structured organic reaction records. Task: describe an organic reaction: reactants, conditions, products, and yield Starting materials: ClCCl, CN(C)C1CCNCC1, CN(C)c1ccncc1, CCN(C(C)C)C(C)C, O=C(Cl)C(=O)Cl, CN(C)C=O, O=C(O)C(=O)c1cccs1. The product is CN(C)C1CCN(C(=O)C(=O)c2cccs2)CC1. Reaction SMILES: [CH2:35]([Cl:36])[Cl:37].[CH3:17][N:18]([CH:19]1[CH2:20][CH2:21][NH:22][CH2:23][CH2:24]1)[CH3:25].[CH3:38][N:39]([CH3:40])[c:41]1[cH:42][cH:43][n:44][cH:45][cH:46]1.[CH:26]([N:27]([CH2:28][CH3:29])[CH:30]([CH3:31])[CH3:32])([CH3:33])[CH3:34].[Cl:11][C:12]([C:13]([Cl:14])=[O:15])=[O:16].[O:47]=[CH:48][N:49]([CH3:50])[CH3:51].[s:1]1[c:2]([C:6]([C:7](=[O:8])[OH:9])=[O:10])[cH:3][cH:4][cH:5]1>>[s:1]1[c:2]([C:6]([C:7](=[O:9])[N:22]2[CH2:21][CH2:20][CH:19]([N:18]([CH3:17])[CH3:25])[CH2:24][CH2:23]2)=[O:10])[cH:3][cH:4][cH:5]1. The reactants are C(=C)(C)[Mg]Br (isopropenylmagnesium bromide), C(C)(C)[SiH](Cl)C(C)C (diisopropylchlorosilane). The solvent is C1CCOC1 (THF), C1CCOC1 (THF). Run at temperature 40 celsius. Yields the product C(=C)(C)[SiH](C(C)C)C(C)C (Isopropenyldiisopropylsilane). Reaction SMILES: [C:1]([Mg]Br)([CH3:3])=[CH2:2].[CH:6]([SiH:9]([CH:11]([CH3:13])[CH3:12])Cl)([CH3:8])[CH3:7]>C1COCC1>[C:1]([SiH:9]([CH:11]([CH3:13])[CH3:12])[CH:6]([CH3:8])[CH3:7])([CH3:3])=[CH2:2]. Procedure details: 0.5 M isopropenylmagnesium bromide in THF (Aldrich, 365 mL, 182 mmol, 1.1 eq. to silane) was added dropwise at 0° C. to diisopropylchlorosilane (25 g, 166 mmol) in anhydrous THF (50 mL). The reaction mixture was heated to 40° C. overnight (15 hours), then cooled and quenched with water (50 mL) and dilute sulfuric acid (50 mL). Pentane (150 mL) was added and the organic layer was separated, washed repeatedly with water (8×50 mL), dried over MgSO4, and filtered. The solution was concentrated (care... Starting materials: O=C([O-])[O-], CCOc1cc(C=O)ccc1O, CN(C)C=O, C=C(C)CCl, [K+], [K+], O. Yields the product C=C(C)COc1ccc(C=O)cc1OCC. Reaction SMILES: [C:18](=[O:19])([O-:20])[O-:21].[CH2:1]([CH3:2])[O:3][c:4]1[cH:5][c:6]([CH:7]=[O:8])[cH:9][cH:10][c:11]1[OH:12].[CH3:25][N:26]([CH3:27])[CH:28]=[O:29].[Cl:13][CH2:14][C:15](=[CH2:16])[CH3:17].[K+:22].[K+:23].[OH2:24]>>[CH2:1]([CH3:2])[O:3][c:4]1[cH:5][c:6]([CH:7]=[O:8])[cH:9][cH:10][c:11]1[O:12][CH2:16][C:15](=[CH2:14])[CH3:17]. Reactants: O=C[C@@H](O)[C@H](O)[C@H](O)[C@@H](O)C (L-Fucose), C(C)(=O)OC(C)=O (acetic anhydride). Yields the product C(C)(=O)O[C@H](C=O)[C@H](OC(C)=O)[C@H](OC(C)=O)[C@@H](OC(C)=O)C (fucose tetraacetate). Reaction SMILES: [O:1]=[CH:2][C@H:3]([C@@H:5]([C@@H:7]([C@H:9]([CH3:11])[OH:10])[OH:8])[OH:6])[OH:4].C(O[C:16](=[O:18])[CH3:17])(=O)C>>[C:2]([O:4][C@@H:3]([C@@H:5]([C@@H:7]([C@H:9]([CH3:11])[O:10][C:16](=[O:18])[CH3:17])[O:8][C:9](=[O:10])[CH3:11])[O:6][C:5](=[O:6])[CH3:7])[CH:2]=[O:1])(=[O:1])[CH3:3]. Procedure details: L-Fucose is then acetylated with acetic anhydride to produce fucose tetraacetate. Preferably, the reaction is carried out by suspending the L-fucose in a solvent, such as pyridine, and slowly adding the acetic anhydride. The mixture is stirred, poured into a separating funnel containing ice water, and extracted with chloroform. The organic extracts are washed with water, aqueous sodium bicarbonate, and dried over magnesium sulfate. The mixture is filtered and the solvent removed under reduced pr... The reactants are S1C=CCN2[C@H]1CC2=O (2-cephem), S1C=CCN2[C@H]1CC2=O (2-cephem), ClC1=CC(=CC=C1)C(=O)OO (m-chloroperbenzoic acid), S1CC=CN2[C@H]1CC2=O (3-cephem), cephalosporin. Yields the product S1(CC=CN2[C@H]1CC2=O)=O (3-cephem 1-oxide). As a reaction SMILES: [S:1]1[C@@H:6]2[CH2:7][C:8](=[O:9])[N:5]2[CH2:4][CH:3]=[CH:2]1.S1[C@@H]2CC(=[O:18])N2C=CC1.ClC1C=CC=C(C(OO)=O)C=1>>[S:1]1(=[O:18])[C@@H:6]2[CH2:7][C:8](=[O:9])[N:5]2[CH:4]=[CH:3][CH2:2]1. Procedure: The rearrangement of 2-cephem derivatives to the corresponding 3-cephem compounds is accomplished by an oxidation-reduction procedure well documented in the cephalosporin art. Generally, this procedure is carried out by first oxidizing the 2-cephem compound with, e.g., m-chloroperbenzoic acid, to give the corresponding 3-cephem 1-oxide derivative which is subsequently reduced via a trivalent phosphorous compound, such as phosphorous tribromide or phosphorous trichloride, preferably using dimethy... The reactants are COC=1C=C2C(=CC=NC2=CC1OC)OC1=CC=C(C=C1)N (6,7-Dimethoxy-4-(4-aminophenoxy)quinoline), S1C=C(C=C1)C(=O)O (3-thiophenecarboxylic acid), Cl.C(C)N=C=NCCCN(C)C (1-ethyl-3-(3-dimethylaminopropyl) carbodiimide hydrochloride). Solvent: CN(C=O)C (N,N-dimethylformamide). Run at time 31 hour. Product: COC=1C=C2C(=CC=NC2=CC1OC)OC1=CC=C(C=C1)NC(=O)C1=CSC=C1 (N-{4-[(6,7-Dimethoxy-4-quinolinyl)oxy]phenyl}-3-thiophenecarboxamide). Yield: 55.4%. Reaction SMILES: [CH3:1][O:2][C:3]1[CH:4]=[C:5]2[C:10](=[CH:11][C:12]=1[O:13][CH3:14])[N:9]=[CH:8][CH:7]=[C:6]2[O:15][C:16]1[CH:21]=[CH:20][C:19]([NH2:22])=[CH:18][CH:17]=1.[S:23]1[CH:27]=[CH:26][C:25]([C:28](O)=[O:29])=[CH:24]1.Cl.C(N=C=NCCCN(C)C)C>CN(C)C=O>[CH3:1][O:2][C:3]1[CH:4]=[C:5]2[C:10](=[CH:11][C:12]=1[O:13][CH3:14])[N:9]=[CH:8][CH:7]=[C:6]2[O:15][C:16]1[CH:17]=[CH:18][C:19]([NH:22][C:28]([C:25]2[CH:26]=[CH:27][S:23][CH:24]=2)=[O:29])=[CH:20][CH:21]=1 |f:2.3|. Procedure: 6,7-Dimethoxy-4-(4-aminophenoxy)quinoline (54 mg) and commercially available 3-thiophenecarboxylic acid (44 mg) were dissolved in N,N-dimethylformamide (2 ml), 1-ethyl-3-(3-dimethylaminopropyl) carbodiimide hydrochloride (82 mg) was added, and the admixture was stirred at room temperature for 31 hours. The reaction mixture was then purified in the same manner as described in Example 51 to obtain 41 mg of the title compound (yield: 55%). Starting materials: N1(CCCCCC1)CC1=CC=C(S1)C(=O)N (5-[(hexahydro-1H-azepin-1-yl)methyl]thiophene-2-carboxamide), CN(C=O)C (N,N-dimethylformamide), COC(N(C)C)OC (N,N-dimethylformamide dimethylacetal). Conditions: temperature 80 celsius, time 4 hour. Yields the product CN(C=NC=1SC(=CC1)CN1CCCCCC1)C (N,N-Dimethyl-N'-[5-[(hexahydro-1H-azepin-1-yl)methyl]-2-thienyl]-formamidine). Reaction SMILES: [N:1]1([CH2:8][C:9]2[S:13][C:12](C(N)=O)=[CH:11][CH:10]=2)[CH2:7][CH2:6][CH2:5][CH2:4][CH2:3][CH2:2]1.CO[CH:19](OC)[N:20]([CH3:22])[CH3:21].C[N:26](C)C=O>>[CH3:21][N:20]([CH3:22])[CH:19]=[N:26][C:12]1[S:13][C:9]([CH2:8][N:1]2[CH2:2][CH2:3][CH2:4][CH2:5][CH2:6][CH2:7]2)=[CH:10][CH:11]=1. Procedure details: 3.72 g (15.65 mmol) of 5-[(hexahydro-1H-azepin-1-yl)methyl]thiophene-2-carboxamide was dissolved in 30 ml of N,N-dimethylformamide, 3.4 ml (25.6 mmol) of N,N-dimethylformamide dimethylacetal was added, and the mixture was stirred at 80° C. for 4 hours. The reaction solution was concentrated under a reduced pressure, and the resulting residue was dissolved in chloroform, washed with water and then dried over anhydrous magnesium sulfate. By evaporating the solvent, 3.82 g of the title compound was... Reactants: O=C([O-])O, CCOC(=O)Cc1c(C(=O)OCC)c(O)cn1C, ClCCl, O=C(Cl)c1ccc(Cl)cc1, [Na+], O=S(=O)(O)C(F)(F)F. Yields the product CCOC(=O)Cc1c(C(=O)OCC)c(O)c(C(=O)c2ccc(Cl)cc2)n1C. RXN SMILES: [C:37](=[O:38])([OH:39])[O-:40].[CH2:1]([CH3:2])[O:3][C:4](=[O:5])[c:6]1[c:7]([CH2:13][C:14](=[O:15])[O:16][CH2:17][CH3:18])[n:8]([CH3:12])[cH:9][c:10]1[OH:11].[CH2:42]([Cl:43])[Cl:44].[Cl:19][c:20]1[cH:21][cH:22][c:23]([C:24](=[O:25])[Cl:26])[cH:27][cH:28]1.[Na+:41].[OH:29][S:30]([C:31]([F:32])([F:33])[F:34])(=[O:35])=[O:36]>>[CH2:1]([CH3:2])[O:3][C:4](=[O:5])[c:6]1[c:7]([CH2:13][C:14](=[O:15])[O:16][CH2:17][CH3:18])[n:8]([CH3:12])[c:9]([C:24]([c:23]2[cH:22][cH:21][c:20]([Cl:19])[cH:28][cH:27]2)=[O:25])[c:10]1[OH:11]. Starting materials: N#Cc1cccc2c1CC(=O)CC2, [BH3-]C#N, CNC, CC(=O)[O-], CC#N, Cl, Cl, [NH4+], [Na+], [Na+], [OH-]. The product is CN(C)C1CCc2cccc(C#N)c2C1. RXN SMILES: [C:1](#[N:2])[c:3]1[cH:4][cH:5][cH:6][c:7]2[c:12]1[CH2:11][C:10](=[O:13])[CH2:9][CH2:8]2.[C:23]([BH3-:24])#[N:25].[CH3:15][NH:16][CH3:17].[CH3:19][C:20](=[O:21])[O-:22].[CH3:28][C:29]#[N:30].[ClH:14].[ClH:27].[NH4+:31].[Na+:18].[Na+:26].[OH-:32]>>[C:1](#[N:2])[c:3]1[cH:4][cH:5][cH:6][c:7]2[c:12]1[CH2:11][CH:10]([N:16]([CH3:15])[CH3:17])[CH2:9][CH2:8]2.